Dataset: the Open Reaction Database (ORD), a public repository of structured organic reaction records. Task: describe an organic reaction: reactants, conditions, products, and yield Reactants: BrB(Br)Br, CCCN(CCC)C(=O)n1cc(C)c2c1CC1(c3cccc(OC)c3)CCN(CC)CC1C2, Cl. Product: CCCN(CCC)C(=O)n1cc(C)c2c1CC1(c3cccc(O)c3)CCN(CC)CC1C2. RXN SMILES: [B:35]([Br:36])([Br:37])[Br:38].[CH2:2]([CH2:3][CH3:4])[N:5]([C:6](=[O:7])[n:8]1[cH:9][c:10]([CH3:31])[c:11]2[c:12]1[CH2:13][C:14]1([c:23]3[cH:24][c:25]([O:29][CH3:30])[cH:26][cH:27][cH:28]3)[CH2:15][CH2:16][N:17]([CH2:21][CH3:22])[CH2:18][CH:19]1[CH2:20]2)[CH2:32][CH2:33][CH3:34].[ClH:1]>>[CH2:2]([CH2:3][CH3:4])[N:5]([C:6](=[O:7])[n:8]1[cH:9][c:10]([CH3:31])[c:11]2[c:12]1[CH2:13][C:14]1([c:23]3[cH:24][c:25]([OH:29])[cH:26][cH:27][cH:28]3)[CH2:15][CH2:16][N:17]([CH2:21][CH3:22])[CH2:18][CH:19]1[CH2:20]2)[CH2:32][CH2:33][CH3:34]. Reactants: CCCCCCCCOc1ccc(C(=O)O)cc1, O=S(Cl)Cl, c1ccccc1. Product: CCCCCCCCOc1ccc(C(=O)Cl)cc1. Reaction SMILES: [CH2:1]([CH2:2][CH2:3][CH2:4][CH2:5][CH2:6][CH2:7][CH3:8])[O:9][c:10]1[cH:11][cH:12][c:13]([C:14](=[O:15])[OH:16])[cH:17][cH:18]1.[S:19]([Cl:20])([Cl:21])=[O:22].[cH:23]1[cH:24][cH:25][cH:26][cH:27][cH:28]1>>[CH2:1]([CH2:2][CH2:3][CH2:4][CH2:5][CH2:6][CH2:7][CH3:8])[O:9][c:10]1[cH:11][cH:12][c:13]([C:14](=[O:15])[Cl:21])[cH:17][cH:18]1.